This data is from the Open Reaction Database (ORD), a public repository of structured organic reaction records. The task is: describe an organic reaction: reactants, conditions, products, and yield Product: CC1=NC=C(C(=N1)C=1NC(C(N1)(C(C)C)C)=O)C(=O)O (2-methyl-4-(4-methyl-4-isopropylimidazolin-5-on-2-yl)-pyrimidine-5carboxylic acid). Conditions: temperature 80 celsius, time 16 hour. Procedure details: To a mixture of 98.8 g (0.415 mole) of diethyl 2-methylpyrimidine-4,5-dicarboxylate (compare, for example, J. Heterocycl. Chem. 2, 202-204 [1965]) and 54.0 g (0.415 mole) of 2-amino-2,3-dimethylbutyramide in 700 ml of anhydrous toluene there are added in portions 102.2 g (0.913 mole) of potassium tert.-butylate, and the mixture is subsequently stirred for 16 hours at 80° C. For working-up, the reaction mixture is cooled, the solid which has precipitated is filtered, washed several times with die... Solvent: C1(=CC=CC=C1)C (toluene). The yield is 51.5%. Starting materials: CC1=NC=C(C(=N1)C(=O)OCC)C(=O)OCC (diethyl 2-methylpyrimidine-4,5-dicarboxylate), NC(C(=O)N)(C(C)C)C (2-amino-2,3-dimethylbutyramide), potassium tert.-butylate. Reaction SMILES: [CH3:1][C:2]1[N:7]=[C:6]([C:8](OCC)=O)[C:5]([C:13]([O:15]CC)=[O:14])=[CH:4][N:3]=1.[NH2:18][C:19]([CH3:26])([CH:23]([CH3:25])[CH3:24])[C:20]([NH2:22])=[O:21]>C1(C)C=CC=CC=1>[CH3:1][C:2]1[N:7]=[C:6]([C:8]2[NH:22][C:20](=[O:21])[C:19]([CH3:26])([CH:23]([CH3:25])[CH3:24])[N:18]=2)[C:5]([C:13]([OH:15])=[O:14])=[CH:4][N:3]=1. Reactants: C=CCOCC(NC(=O)C(Cc1ccc(OCC=C)cc1)NC(=O)OCC1c2ccccc2-c2ccccc21)C(C)C, ClCCl. Product: CC(C)C1COCC=CCOc2ccc(cc2)CC(NC(=O)OCC2c3ccccc3-c3ccccc32)C(=O)N1. RXN SMILES: [CH2:1]([CH:2]=[CH2:3])[O:4][CH2:5][CH:6]([CH:7]([CH3:8])[CH3:9])[NH:10][C:11](=[O:12])[CH:13]([CH2:14][c:15]1[cH:16][cH:17][c:18]([O:21][CH2:22][CH:23]=[CH2:24])[cH:19][cH:20]1)[NH:25][C:26]([O:27][CH2:28][CH:29]1[c:30]2[cH:31][cH:32][cH:33][cH:34][c:35]2-[c:36]2[cH:37][cH:38][cH:39][cH:40][c:41]21)=[O:42].[Cl:43][CH2:44][Cl:45]>>[CH2:1]1[CH:2]=[CH:3][CH2:22][O:21][c:18]2[cH:17][cH:16][c:15]([cH:20][cH:19]2)[CH2:14][CH:13]([NH:25][C:26]([O:27][CH2:28][CH:29]2[c:30]3[cH:31][cH:32][cH:33][cH:34][c:35]3-[c:36]3[cH:37][cH:38][cH:39][cH:40][c:41]32)=[O:42])[C:11](=[O:12])[NH:10][CH:6]([CH:7]([CH3:8])[CH3:9])[CH2:5][O:4]1. The reactants are CC(C)CC(NC(=O)OC(C)(C)C)C(=O)O, CCN=C=NCCCN(C)C, CCN(C(C)C)C(C)C, N#Cc1c(SCc2csc(-c3ccc(Cl)cc3)n2)nc(N2CCCC2)c(C#N)c1-c1ccc(OCCO)cc1, Cl, CN(C)C=O, O, O, On1nnc2ccccc21. Product: CC(C)CC(NC(=O)OC(C)(C)C)C(=O)OCCOc1ccc(-c2c(C#N)c(SCc3csc(-c4ccc(Cl)cc4)n3)nc(N3CCCC3)c2C#N)cc1. RXN SMILES: [C:1]([CH3:2])([CH3:3])([CH3:4])[O:5][C:6](=[O:7])[NH:8][CH:9]([CH2:10][CH:11]([CH3:12])[CH3:13])[C:14](=[O:15])[OH:16].[CH3:18][N:19]([CH3:20])[CH2:21][CH2:22][CH2:23][N:24]=[C:25]=[N:26][CH2:27][CH3:28].[CH:40]([N:41]([CH2:42][CH3:43])[CH:44]([CH3:45])[CH3:46])([CH3:47])[CH3:48].[Cl:49][c:50]1[cH:51][cH:52][c:53](-[c:56]2[s:57][cH:58][c:59]([CH2:61][S:62][c:63]3[n:64][c:65]([N:83]4[CH2:84][CH2:85][CH2:86][CH2:87]4)[c:66]([C:81]#[N:82])[c:67](-[c:71]4[cH:72][cH:73][c:74]([O:77][CH2:78][CH2:79][OH:80])[cH:75][cH:76]4)[c:68]3[C:69]#[N:70])[n:60]2)[cH:54][cH:55]1.[ClH:17].[O:88]=[CH:89][N:90]([CH3:91])[CH3:92].[OH2:29].[OH2:93].[OH:30][n:31]1[c:32]2[cH:33][cH:34][cH:35][cH:36][c:37]2[n:38][n:39]1>>[C:1]([CH3:2])([CH3:3])([CH3:4])[O:5][C:6](=[O:7])[NH:8][CH:9]([CH2:10][CH:11]([CH3:12])[CH3:13])[C:14](=[O:15])[O:16][CH2:79][CH2:78][O:77][c:74]1[cH:73][cH:72][c:71](-[c:67]2[c:66]([C:81]#[N:82])[c:65]([N:83]3[CH2:84][CH2:85][CH2:86][CH2:87]3)[n:64][c:63]([S:62][CH2:61][c:59]3[cH:58][s:57][c:56](-[c:53]4[cH:52][cH:51][c:50]([Cl:49])[cH:55][cH:54]4)[n:60]3)[c:68]2[C:69]#[N:70])[cH:76][cH:75]1. The reactants are NC=1C=CC(=C(C1)[C@]12N=C(SCC[C@@H]2C1)NC(OC(C)(C)C)=O)F (tert-butyl (1S,7S)-1-(5-amino-2-fluorophenyl)-4-thia-2-azabicyclo[5.1.0]oct-2-en-3-ylcarbamate), C(#N)C=1C=CC(=NC1)C(=O)O (5-cyanopicolinic acid). Yields the product C(#N)C=1C=CC(=NC1)C(=O)NC=1C=CC(=C(C1)[C@]12N=C(SCC[C@@H]2C1)NC(OC(C)(C)C)=O)F (tert-butyl (1S,7S)-1-(5-(5-cyanopicolinamido)-2-fluorophenyl)-4-thia-2-azabicyclo[5.1.0]oct-2-en-3-ylcarbamate). The yield is 46.5%. As a reaction SMILES: [NH2:1][C:2]1[CH:3]=[CH:4][C:5]([F:24])=[C:6]([C@:8]23[CH2:15][C@H:14]2[CH2:13][CH2:12][S:11][C:10]([NH:16][C:17](=[O:23])[O:18][C:19]([CH3:22])([CH3:21])[CH3:20])=[N:9]3)[CH:7]=1.[C:25]([C:27]1[CH:28]=[CH:29][C:30]([C:33](O)=[O:34])=[N:31][CH:32]=1)#[N:26]>>[C:25]([C:27]1[CH:28]=[CH:29][C:30]([C:33]([NH:1][C:2]2[CH:3]=[CH:4][C:5]([F:24])=[C:6]([C@:8]34[CH2:15][C@H:14]3[CH2:13][CH2:12][S:11][C:10]([NH:16][C:17](=[O:23])[O:18][C:19]([CH3:21])([CH3:20])[CH3:22])=[N:9]4)[CH:7]=2)=[O:34])=[N:31][CH:32]=1)#[N:26]. Procedure: Prepared in an analogous manner as described for intermediate rac-A9a from tert-butyl (1S,7S)-1-(5-amino-2-fluorophenyl)-4-thia-2-azabicyclo[5.1.0]oct-2-en-3-ylcarbamate (intermediate (−)-A8a) (86.7 mg, 247 μmol) and commercially available 5-cyanopicolinic acid to give the tert-butyl (1S,7S)-1-(5-(5-cyanopicolinamido)-2-fluorophenyl)-4-thia-2-azabicyclo[5.1.0]oct-2-en-3-ylcarbamate (65 mg, 135 μmol, 46.5% yield) as a yellow oil. MS (ISP): m/z=482.1 [(M+H)+]. Procedure: To a solution of 2-chloro-3-oxo-3,4-dihydro-2H-1,4-benzothiazine (9.38 g) and thiophene (7.91 g) in methylene chloride (250 ml) is added in portions stannic chloride (12. 2 g) at 0° to 5° C. After stirring at the same temperature for 45 minutes, the mixture is poured into ice water, and the organic layer is separated. The aqueous layer is extracted with ethyl acetate, and the ethyl acetate layer is combined with the above organic layer and distilled to remove the solvent. The resulting solid mat... Run in C(Cl)Cl (methylene chloride). Reaction conditions: time 45 minute. Isolated yield 70.3%. Reaction SMILES: Cl[CH:2]1[C:7](=[O:8])[NH:6][C:5]2[CH:9]=[CH:10][CH:11]=[CH:12][C:4]=2[S:3]1.[S:13]1[CH:17]=[CH:16][CH:15]=[CH:14]1>C(Cl)Cl>[O:8]=[C:7]1[NH:6][C:5]2[CH:9]=[CH:10][CH:11]=[CH:12][C:4]=2[S:3][CH:2]1[C:14]1[S:13][CH:17]=[CH:16][CH:15]=1. Yields the product O=C1C(SC2=C(N1)C=CC=C2)C=2SC=CC2 (3-oxo-2-(2-thienyl)-3,4-dihydro-2H-1,4-benzothiazine). The reactants are ice water, ClC1SC2=C(NC1=O)C=CC=C2 (2-chloro-3-oxo-3,4-dihydro-2H-1,4-benzothiazine), S1C=CC=C1 (thiophene), stannic chloride. The reactants are BrC=1C=CC=C2C(=CN(C12)CC(=O)OCC)CCCC(=O)OCC (ethyl 4-{7-bromo-1-[2-(ethyloxy)-2-oxoethyl]-1H-indol-3-yl}butanoate), C(#C)[Si](C)(C)C (ethynyl(trimethyl)silane). Yields the product C(C)OC(CN1C=C(C2=CC=CC(=C12)C#C[Si](C)(C)C)CCCC(=O)OCC)=O (ethyl 4-{1-[2-(ethyloxy)-2-oxoethyl]-7-[(trimethylsilyl)ethynyl]-1H-indol-3-yl}butanoate). Reaction SMILES: Br[C:2]1[CH:3]=[CH:4][CH:5]=[C:6]2[C:10]=1[N:9]([CH2:11][C:12]([O:14][CH2:15][CH3:16])=[O:13])[CH:8]=[C:7]2[CH2:17][CH2:18][CH2:19][C:20]([O:22][CH2:23][CH3:24])=[O:21].[C:25]([Si:27]([CH3:30])([CH3:29])[CH3:28])#[CH:26]>>[CH2:15]([O:14][C:12](=[O:13])[CH2:11][N:9]1[C:10]2[C:6](=[CH:5][CH:4]=[CH:3][C:2]=2[C:26]#[C:25][Si:27]([CH3:30])([CH3:29])[CH3:28])[C:7]([CH2:17][CH2:18][CH2:19][C:20]([O:22][CH2:23][CH3:24])=[O:21])=[CH:8]1)[CH3:16]. Procedure: To an ethanol (2 mL) solution of ethyl 4-{1-[2-(ethyloxy)-2-oxoethyl]-7-[(trimethylsilyl)ethynyl]-1H-indol-3-yl}butanoate (98 mg), potassium carbonate (50 mg) was added and the mixture was stirred at room temperature for 3 hours. To the reaction mixture, water was added, followed by extraction with ethyl acetate. The organic layer was washed with saturated saline, dried over anhydrous sodium sulfate and then concentrated to obtain the titled compound having the following physical properties (74 ... Starting materials: CC(C)O, Cl, CCOC(=O)CCc1c[nH]c2cc(-c3noc(-c4cnc(OC(C)C)c(F)c4)n3)ccc12, [Na+], [OH-], O. Product: CC(C)Oc1ncc(-c2nc(-c3ccc4c(CCC(=O)O)c[nH]c4c3)no2)cc1F. RXN SMILES: [CH:36]([OH:37])([CH3:38])[CH3:39].[ClH:35].[F:3][c:4]1[cH:5][c:6](-[c:14]2[n:15][c:16](-[c:19]3[cH:20][cH:21][c:22]4[c:23]([CH2:28][CH2:29][C:30](=[O:31])[O:32][CH2:33][CH3:34])[cH:24][nH:25][c:26]4[cH:27]3)[n:17][o:18]2)[cH:7][n:8][c:9]1[O:10][CH:11]([CH3:12])[CH3:13].[Na+:2].[OH-:1].[OH2:40]>>[F:3][c:4]1[cH:5][c:6](-[c:14]2[n:15][c:16](-[c:19]3[cH:20][cH:21][c:22]4[c:23]([CH2:28][CH2:29][C:30](=[O:31])[OH:32])[cH:24][nH:25][c:26]4[cH:27]3)[n:17][o:18]2)[cH:7][n:8][c:9]1[O:10][CH:11]([CH3:12])[CH3:13]. The reactants are CC(C)=O, [Na+], [OH-], O, COC(=O)C(Cc1ccc(OCCN(C)c2nc3ccccc3o2)cc1)OC. Product: COC(Cc1ccc(OCCN(C)c2nc3ccccc3o2)cc1)C(=O)O. As a reaction SMILES: [CH3:32][C:33](=[O:34])[CH3:35].[Na+:30].[OH-:29].[OH2:31].[o:1]1[c:2]([N:10]([CH3:11])[CH2:12][CH2:13][O:14][c:15]2[cH:16][cH:17][c:18]([CH2:21][CH:22]([C:23](=[O:24])[O:25][CH3:26])[O:27][CH3:28])[cH:19][cH:20]2)[n:3][c:4]2[c:5]1[cH:6][cH:7][cH:8][cH:9]2>>[o:1]1[c:2]([N:10]([CH3:11])[CH2:12][CH2:13][O:14][c:15]2[cH:16][cH:17][c:18]([CH2:21][CH:22]([C:23](=[O:24])[OH:25])[O:27][CH3:28])[cH:19][cH:20]2)[n:3][c:4]2[c:5]1[cH:6][cH:7][cH:8][cH:9]2.